Dataset: the Open Reaction Database (ORD), a public repository of structured organic reaction records. Task: describe an organic reaction: reactants, conditions, products, and yield Yields the product CN(CCCl)CC(=O)N1CCc2ccccc2C1. The reactants are ClC(Cl)Cl, CN(CCO)CC(=O)N1CCc2ccccc2C1, O=S(Cl)Cl. Reaction SMILES: [CH:23]([Cl:24])([Cl:25])[Cl:26].[O:1]=[C:2]([CH2:3][N:4]([CH2:5][CH2:6][OH:7])[CH3:8])[N:9]1[CH2:10][c:11]2[cH:12][cH:13][cH:14][cH:15][c:16]2[CH2:17][CH2:18]1.[S:19]([Cl:20])([Cl:21])=[O:22]>>[O:1]=[C:2]([CH2:3][N:4]([CH2:5][CH2:6][Cl:21])[CH3:8])[N:9]1[CH2:10][c:11]2[cH:12][cH:13][cH:14][cH:15][c:16]2[CH2:17][CH2:18]1. Reactants: NC1=NC(=CC(=N1)NC)Cl (2-amino-4-methylamino-6-chloropyrimidine), ClC1=CC(=CC=C1)C(=O)OO (meta-chloroperbenzoic acid). Solvent: C(C)O (ethanol), C(C)O (ethanol). Conditions: temperature 10 celsius, time 3 hour. The product is NC1=NC(=CC(=[N+]1[O-])NC)Cl (2-amino-4-methylamino-6-chloropyrimidine 3-oxide). The yield is 36.3%. Reaction SMILES: [NH2:1][C:2]1[N:7]=[C:6]([NH:8][CH3:9])[CH:5]=[C:4]([Cl:10])[N:3]=1.ClC1C=CC=C(C(OO)=[O:19])C=1>C(O)C>[NH2:1][C:2]1[N+:7]([O-:19])=[C:6]([NH:8][CH3:9])[CH:5]=[C:4]([Cl:10])[N:3]=1. Procedure: 4 g of 2-amino-4-methylamino-6-chloropyrimidine are suspended in 50 ml of ethanol. After having cooled to 10° C., 11.9 g of meta-chloroperbenzoic acid are added dropwise as a solution in 100 ml of ethanol. At the end of addition, room temperature is regained and stirring is continued for 3 hours. The reaction mixture is cooled to 5° C. and then filtered on sintered glass. The precipitate obtained is recrystallized from 160 ml of a 2/3-1/3 ethanol-water mixture. 1.60 g of 2-amino-4-methylamino-6-... The reactants are N(=NC(=O)OC(C)(C)C)C(=O)OC(C)(C)C (di-t-butyl azodicarboxylate), C(C)(=O)O (acetic acid), BrC1=C(C=CC=C1)C(F)(F)F (2-Bromobenzotrifluoride), [Mg] (magnesium), [Mg] (magnesium). The solvent is C1CCOC1 (THF), C1CCOC1 (THF). Conditions: temperature -75 celsius. The product is C(C)(C)(C)OC(=O)N(NC(=O)OC(C)(C)C)C1=C(C=CC=C1)C(F)(F)F (N,N'-bis(t-butoxycarbonyl)-2-(trifluoromethyl)phenylhydrazine). Isolated yield 81.0%. RXN SMILES: Br[C:2]1[CH:7]=[CH:6][CH:5]=[CH:4][C:3]=1[C:8]([F:11])([F:10])[F:9].[Mg].[N:13]([C:22]([O:24][C:25]([CH3:28])([CH3:27])[CH3:26])=[O:23])=[N:14][C:15]([O:17][C:18]([CH3:21])([CH3:20])[CH3:19])=[O:16].C(O)(=O)C>C1COCC1>[C:25]([O:24][C:22]([N:13]([C:2]1[CH:7]=[CH:6][CH:5]=[CH:4][C:3]=1[C:8]([F:11])([F:10])[F:9])[NH:14][C:15]([O:17][C:18]([CH3:21])([CH3:20])[CH3:19])=[O:16])=[O:23])([CH3:28])([CH3:27])[CH3:26]. Reported procedure: 2-Bromobenzotrifluoride (4.5 g, 20 mmol) and magnesium turnings (0.54 g, 22 mmol) were refluxed under a nitrogen atmosphere in 100 ml THF until the magnesium had dissolved. The resulting solution was cooled to -75° C. and added to 4.6 g (20 mmol) di-t-butyl azodicarboxylate in 100 ml THF at -75° C. The solution was warmed to -40° C., acetic acid (1.5 ml, 25 mmol) was added, and the mixture concentrated to 20 ml. Hexane and water were added, and the hexane solution was evaporated to leave a brown... Reactants: C(CCC)C=1C=CC2=C(C1)C=1NC(=CC(C1CS2)=O)C(=O)O (9-butyl-1,4-dihydro-4-oxo-5H-[1]benzothiopyrano-[4,3-b]pyridine-2-carboxylic acid), Cl (hydrogen chloride), CO (methanol). Product: COC(=O)C1=CC(C2=C(N1)C1=C(SC2)C=CC(=C1)CCCC)=O (9-Butyl-1,4-dihydro-4-oxo-5H-[1]benzothiopyrano[4,3-b]pyridine-2-carboxylic acid Methyl Ester). Reaction SMILES: [CH2:1]([C:5]1[CH:6]=[CH:7][C:8]2[S:18][CH2:17][C:16]3[C:15](=[O:19])[CH:14]=[C:13]([C:20]([OH:22])=[O:21])[NH:12][C:11]=3[C:9]=2[CH:10]=1)[CH2:2][CH2:3][CH3:4].Cl.[CH3:24]O>>[CH3:24][O:21][C:20]([C:13]1[NH:12][C:11]2[C:9]3[CH:10]=[C:5]([CH2:1][CH2:2][CH2:3][CH3:4])[CH:6]=[CH:7][C:8]=3[S:18][CH2:17][C:16]=2[C:15](=[O:19])[CH:14]=1)=[O:22]. Reported procedure: A solution of 9-butyl-1,4-dihydro-4-oxo-5H-[1]benzothiopyrano-[4,3-b]pyridine-2-carboxylic acid (1.82 g, described in Example 84) in 350 ml of anhydrous methanol saturated with hydrogen chloride is heated at reflux for 17 hours. The solvent is removed by evaporation. Water is added to the residue and the aqueous mixture is extracted with chloroform. The organic extract is dried over magnesium sulfate and evaporated. The residue is subjected to chromatography on silica gel using benzene-ethyl ace... The reactants are C(C1=CC=CC=C1)(C1=CC=CC=C1)(C1=CC=CC=C1)NC=1SC=C(N1)C(C(=O)O)=NOCCSC#N (2-(2-tritylamino-4-thiazolyl)-2-(2-thiocyanatoethoxyimino)-acetic acid), I.N1=CC=CC=C1 (pyridine hydroiodide), C(C)(=O)OCC=1CS[C@H]2N(C1C(=O)OC(C1=CC=CC=C1)C1=CC=CC=C1)C(C2N)=O (benzhydryl 3-acetoxymethyl-7-amino-ceph-3-eme-4-carboxylate), C1(CCCCC1)N=C=NC1CCCCC1 (dicyclohexylcarbodiimide). Run in CN(C=O)C (dimethylformamide). Run at temperature 16 celsius, time 5 minute. Product: C(C)(=O)OCC=1CS[C@H]2N(C1C(=O)OC(C1=CC=CC=C1)C1=CC=CC=C1)C(C2NC(C(=NOCCSC#N)C=2N=C(SC2)NC(C2=CC=CC=C2)(C2=CC=CC=C2)C2=CC=CC=C2)=O)=O (benzhydryl 3-acetoxymethyl-7-[2-(2-tritylamino-4-thiazolyl)-2-(2-thiocyanatoethoxyimino)-acetamido]-ceph-3-eme-4-carboxylate). Reaction SMILES: [C:1]([NH:20][C:21]1[S:22][CH:23]=[C:24]([C:26](=[N:30][O:31][CH2:32][CH2:33][S:34][C:35]#[N:36])[C:27](O)=[O:28])[N:25]=1)([C:14]1[CH:19]=[CH:18][CH:17]=[CH:16][CH:15]=1)([C:8]1[CH:13]=[CH:12][CH:11]=[CH:10][CH:9]=1)[C:2]1[CH:7]=[CH:6][CH:5]=[CH:4][CH:3]=1.I.N1C=CC=CC=1.[C:44]([O:47][CH2:48][C:49]1[CH2:50][S:51][C@@H:52]2[CH:72]([NH2:73])[C:71](=[O:74])[N:53]2[C:54]=1[C:55]([O:57][CH:58]([C:65]1[CH:70]=[CH:69][CH:68]=[CH:67][CH:66]=1)[C:59]1[CH:64]=[CH:63][CH:62]=[CH:61][CH:60]=1)=[O:56])(=[O:46])[CH3:45].C1(N=C=NC2CCCCC2)CCCCC1>CN(C)C=O>[C:44]([O:47][CH2:48][C:49]1[CH2:50][S:51][C@@H:52]2[CH:72]([NH:73][C:27](=[O:28])[C:26]([C:24]3[N:25]=[C:21]([NH:20][C:1]([C:14]4[CH:19]=[CH:18][CH:17]=[CH:16][CH:15]=4)([C:2]4[CH:3]=[CH:4][CH:5]=[CH:6][CH:7]=4)[C:8]4[CH:13]=[CH:12][CH:11]=[CH:10][CH:9]=4)[S:22][CH:23]=3)=[N:30][O:31][CH2:32][CH2:33][S:34][C:35]#[N:36])[C:71](=[O:74])[N:53]2[C:54]=1[C:55]([O:57][CH:58]([C:65]1[CH:70]=[CH:69][CH:68]=[CH:67][CH:66]=1)[C:59]1[CH:64]=[CH:63][CH:62]=[CH:61][CH:60]=1)=[O:56])(=[O:46])[CH3:45] |f:1.2|. Reported procedure: A mixture of 1.69 g of the product of Step A, 0.685 g of pyridine hydroiodide, 1.16 g of benzhydryl 3-acetoxymethyl-7-amino-ceph-3-eme-4-carboxylate and 1.36 g of dicyclohexylcarbodiimide was admixed with 17 ml of dimethylformamide and the mixture was cooled to 16° C. for 30 minutes and was then vacuum filtered. 400 ml of ether were added to the filtrate and the mixture was stirred for 5 minutes and allowed to stand for one hour. The mixture was decanted and the gum was washed with ether and was...